From a dataset of the Open Reaction Database (ORD), a public repository of structured organic reaction records. describe an organic reaction: reactants, conditions, products, and yield The reactants are C1CNCCN1, Clc1cncc(OCCCCOc2ccccc2)n1, [K+], [K+], O=C([O-])[O-]. Product: c1ccc(OCCCCOc2cncc(N3CCNCC3)n2)cc1. RXN SMILES: [CH2:20]1[CH2:21][NH:22][CH2:23][CH2:24][NH:25]1.[Cl:1][c:2]1[n:3][c:4]([O:8][CH2:9][CH2:10][CH2:11][CH2:12][O:13][c:14]2[cH:15][cH:16][cH:17][cH:18][cH:19]2)[cH:5][n:6][cH:7]1.[K+:26].[K+:27].[O-:28][C:29]([O-:30])=[O:31]>>[c:2]1([N:22]2[CH2:21][CH2:20][NH:25][CH2:24][CH2:23]2)[n:3][c:4]([O:8][CH2:9][CH2:10][CH2:11][CH2:12][O:13][c:14]2[cH:15][cH:16][cH:17][cH:18][cH:19]2)[cH:5][n:6][cH:7]1. The reactants are C1(=CC=CC=C1)C (toluene), C(#N)C1=C(C=CC=C1)C1=CC=C(C=N1)CC(C(=O)OC)C(CCC)=O (methyl 2-{[6-(2-cyanophenyl)pyridin-3-yl]methyl}-3-oxohexanoate), C(C)(=O)[O-].[NH4+] (ammonium acetate), C(O)([O-])=O.[Na+] (sodium hydrogen carbonate). Run in C(C)(=O)O (acetic acid). Yields the product N\C(=C(/C(=O)OC)\CC=1C=NC(=CC1)C1=C(C=CC=C1)C#N)\CCC (methyl (Z)-3-amino-2-{[6-(2-cyanophenyl)pyridin-3-yl]methyl}-2-hexenoate). The yield is 95.2%. Reaction SMILES: C1(C)C=CC=CC=1.[C:8]([C:10]1[CH:15]=[CH:14][CH:13]=[CH:12][C:11]=1[C:16]1[N:21]=[CH:20][C:19]([CH2:22][CH:23]([C:28](=O)[CH2:29][CH2:30][CH3:31])[C:24]([O:26][CH3:27])=[O:25])=[CH:18][CH:17]=1)#[N:9].C([O-])(=O)C.[NH4+:37].C(=O)([O-])O.[Na+]>C(O)(=O)C>[NH2:37]/[C:28](/[CH2:29][CH2:30][CH3:31])=[C:23](/[CH2:22][C:19]1[CH:20]=[N:21][C:16]([C:11]2[CH:12]=[CH:13][CH:14]=[CH:15][C:10]=2[C:8]#[N:9])=[CH:17][CH:18]=1)\[C:24]([O:26][CH3:27])=[O:25] |f:2.3,4.5|. Reported procedure: Process 2: A toluene (45 mL)-acetic acid (5 mL) mixture containing methyl 2-{[6-(2-cyanophenyl)pyridin-3-yl]methyl}-3-oxohexanoate (1.2 g, 3.6 mmol) and ammonium acetate (8.3 g, 108 mmol) was refluxed under heating for 1 hour. After cooling to room temperature, saturated aqueous solution of sodium hydrogen carbonate was added and extraction was carried out with toluene. After washing with brine, it was dried over anhydrous sodium sulfate and concentrated in vacuo to give methyl (Z)-3-amino-2-{[6... Reactants: CCOC(=O)C1CN(Cc2ccccc2)CC1c1ccc(NC(=O)Cc2ccc(NC(=O)Nc3ccccc3C)c(OC)c2)cc1, CC#N, CCO, [Na+], [OH-]. Yields the product COc1cc(CC(=O)Nc2ccc(C3CN(Cc4ccccc4)CC3C(=O)O)cc2)ccc1NC(=O)Nc1ccccc1C. RXN SMILES: [CH2:1]([CH3:2])[O:3][C:4](=[O:5])[CH:6]1[CH2:7][N:8]([CH2:40][c:41]2[cH:42][cH:43][cH:44][cH:45][cH:46]2)[CH2:9][CH:10]1[c:11]1[cH:12][cH:13][c:14]([NH:17][C:18]([CH2:19][c:20]2[cH:21][c:22]([O:37][CH3:38])[c:23]([NH:26][C:27](=[O:28])[NH:29][c:30]3[c:31]([CH3:36])[cH:32][cH:33][cH:34][cH:35]3)[cH:24][cH:25]2)=[O:39])[cH:15][cH:16]1.[CH3:49][C:50]#[N:51].[CH3:52][CH2:53][OH:54].[Na+:48].[OH-:47]>>[O:3]=[C:4]([OH:5])[CH:6]1[CH2:7][N:8]([CH2:40][c:41]2[cH:42][cH:43][cH:44][cH:45][cH:46]2)[CH2:9][CH:10]1[c:11]1[cH:12][cH:13][c:14]([NH:17][C:18]([CH2:19][c:20]2[cH:21][c:22]([O:37][CH3:38])[c:23]([NH:26][C:27](=[O:28])[NH:29][c:30]3[c:31]([CH3:36])[cH:32][cH:33][cH:34][cH:35]3)[cH:24][cH:25]2)=[O:39])[cH:15][cH:16]1. Starting materials: [N+](=O)([O-])C1=CC=C(C=N1)N1CCN(CC1)C(=O)OC(C)(C)C (tert-Butyl 4-(6-Nitropyridin-3-yl)piperazine-1-carboxylate), C(C)(C)(C)OC(=O)N1[C@@H](CN[C@H](C1)C)C ((2R,5S)-tert-butyl-2,5-dimethylpiperazine-1-carboxylate), BrC=1C=CC(=NC1)[N+](=O)[O-] (5-bromo-2-nitropyridine). Reaction SMILES: [N+:1]([C:4]1[N:9]=[CH:8][C:7](N2CCN(C(OC(C)(C)C)=O)CC2)=[CH:6][CH:5]=1)([O-:3])=[O:2].[C:23]([O:27][C:28]([N:30]1[CH2:35][C@H:34]([CH3:36])[NH:33][CH2:32][C@H:31]1[CH3:37])=[O:29])([CH3:26])([CH3:25])[CH3:24].BrC1C=CC([N+]([O-])=O)=NC=1>>[CH3:37][C@@H:31]1[CH2:32][N:33]([C:7]2[CH:8]=[N:9][C:4]([N+:1]([O-:3])=[O:2])=[CH:5][CH:6]=2)[C@@H:34]([CH3:36])[CH2:35][N:30]1[C:28]([O:27][C:23]([CH3:26])([CH3:24])[CH3:25])=[O:29]. The yield is 75.0%. The product is C[C@H]1N(C[C@@H](N(C1)C=1C=NC(=CC1)[N+](=O)[O-])C)C(=O)OC(C)(C)C ((2R,5S)-tert-Butyl 2,5-Dimethyl-4-(6-nitropyridin-3-yl)piperazine-1-carboxylate). Procedure details: Following the procedures as described for compound 101g, (2R,5S)-tert-butyl-2,5-dimethylpiperazine-1-carboxylate (1.5 g, 6.0 mmol), and 5-bromo-2-nitropyridine (1212 mg, 6.0 mmol) were reacted to give 122a as a yellow solid (1500 mg, 75%). LCMS: [M+H]+ 337 Reactants: C(=O)(O)CCC(=O)C1=CC=C(C=C1)C(=O)C1(CCCCC1)O (1-hydroxycyclohexyl 4-(2-carboxyethyl)carbonylphenyl ketone), S(=O)(Cl)Cl (thionyl chloride). The solvent is C(C)OCC (diethyl ether). Run at temperature 30 celsius, time 30 minute. Yields the product ClC(=O)CCC(=O)C1=CC=C(C=C1)C(=O)C1(CCCCC1)O (1-hydroxycyclohexyl 4-(2-chloroformylethyl)carbonylphenyl ketone). Isolated yield 93.7%. As a reaction SMILES: [C:1]([CH2:4][CH2:5][C:6]([C:8]1[CH:13]=[CH:12][C:11]([C:14]([C:16]2([OH:22])[CH2:21][CH2:20][CH2:19][CH2:18][CH2:17]2)=[O:15])=[CH:10][CH:9]=1)=[O:7])(O)=[O:2].S(Cl)([Cl:25])=O>C(OCC)C>[Cl:25][C:1]([CH2:4][CH2:5][C:6]([C:8]1[CH:13]=[CH:12][C:11]([C:14]([C:16]2([OH:22])[CH2:21][CH2:20][CH2:19][CH2:18][CH2:17]2)=[O:15])=[CH:10][CH:9]=1)=[O:7])=[O:2]. Procedure details: A 250-ml round-bottomed flask fitted with a condenser was charged with 12.0 g of 1-hydroxycyclohexyl 4-(2-carboxyethyl)carbonylphenyl ketone (0.04 mole), 5.95 g (0.05 mole) of thionyl chloride (Aldrich), and 50 ml of diethyl ether. The resulting reaction mixture was stirred at 30° C. for 30 minutes, after which time the solvent was removed under reduced pressure. The residue, a white solid, was maintained at 0.01 Torr =30 minutes to remove residual solvent and excess thionyl chloride, leaving 12... Reactants: COC1=C(CNC(CNC(=O)C2=NC(=C(N=C2N)N)Cl)CCCC2=CC=C(C=C2)OC[C@H]2OC(OC2)(C)C)C=CC(=C1)OC (3,5-diamino-6-chloro-pyrazine-2-carboxylic acid {2-(2,4-dimethoxy-benzylamino)-5-[4-((R)-2,2-dimethyl-[1,3]dioxolan-4-ylmethoxy)-phenyl]-pentyl}-amide), C(=O)(C(F)(F)F)O (TFA). Run in C(Cl)Cl (DCM). Run at time 72 hour. Yields the product O[C@H](COC1=CC=C(C=C1)CCCC(CNC(=O)C1=NC(=C(N=C1N)N)Cl)NCC1=C(C=C(C=C1)OC)OC)CO (3,5-Diamino-6-chloro-pyrazine-2-carboxylic acid [5-[4-((S)-2,3-dihydroxy-propoxy)-phenyl]-2-(2,4-dimethoxy-benzylamino)-pentyl]amide). RXN SMILES: [CH3:1][O:2][C:3]1[CH:42]=[C:41]([O:43][CH3:44])[CH:40]=[CH:39][C:4]=1[CH2:5][NH:6][CH:7]([CH2:21][CH2:22][CH2:23][C:24]1[CH:29]=[CH:28][C:27]([O:30][CH2:31][C@@H:32]2[CH2:36][O:35]C(C)(C)[O:33]2)=[CH:26][CH:25]=1)[CH2:8][NH:9][C:10]([C:12]1[C:17]([NH2:18])=[N:16][C:15]([NH2:19])=[C:14]([Cl:20])[N:13]=1)=[O:11].C(O)(C(F)(F)F)=O>C(Cl)Cl>[OH:33][C@@H:32]([CH2:36][OH:35])[CH2:31][O:30][C:27]1[CH:26]=[CH:25][C:24]([CH2:23][CH2:22][CH2:21][CH:7]([NH:6][CH2:5][C:4]2[CH:39]=[CH:40][C:41]([O:43][CH3:44])=[CH:42][C:3]=2[O:2][CH3:1])[CH2:8][NH:9][C:10]([C:12]2[C:17]([NH2:18])=[N:16][C:15]([NH2:19])=[C:14]([Cl:20])[N:13]=2)=[O:11])=[CH:29][CH:28]=1. Procedure: To a solution of 3,5-diamino-6-chloro-pyrazine-2-carboxylic acid {2-(2,4-dimethoxy-benzylamino)-5-[4-((R)-2,2-dimethyl-[1,3]dioxolan-4-ylmethoxy)-phenyl]-pentyl}-amide (391 mg, 0.62 mmol) in DCM (3 mL) is added TFA (3 mL) and the reaction is stirred at RT for 72 h. The solvent is removed in vacuo and the residue is diluted with water (20 mL) and EtOAc (20 mL). The layers are separated and the aqueous phase is neutralised with aqueous sodium hydroxide and then extracted with EtOAc (2×20 mL). The ...